Dataset: the Open Reaction Database (ORD), a public repository of structured organic reaction records. Task: describe an organic reaction: reactants, conditions, products, and yield The reactants are ClCCl, Cc1c(CO)ccc(C#N)c1Cl, BrP(Br)Br. The product is Cc1c(CBr)ccc(C#N)c1Cl. Reaction SMILES: [Cl:17][CH2:18][Cl:19].[Cl:1][c:2]1[c:3]([C:4]#[N:5])[cH:6][cH:7][c:8]([CH2:11][OH:12])[c:9]1[CH3:10].[P:13]([Br:14])([Br:15])[Br:16]>>[Cl:1][c:2]1[c:3]([C:4]#[N:5])[cH:6][cH:7][c:8]([CH2:11][Br:14])[c:9]1[CH3:10]. The reactants are CC1(C)CC(=O)Nc2cc(NC(=O)c3cccnc3F)ccc21, Cl, Cl, NCc1ccnc2c1CCN2. Product: CC1(C)CC(=O)Nc2cc(NC(=O)c3cccnc3NCc3ccnc4c3CCN4)ccc21. RXN SMILES: [CH3:1][C:2]1([CH3:23])[CH2:3][C:4](=[O:22])[NH:5][c:6]2[cH:7][c:8]([NH:12][C:13]([c:14]3[c:15]([F:20])[n:16][cH:17][cH:18][cH:19]3)=[O:21])[cH:9][cH:10][c:11]21.[ClH:24].[ClH:25].[NH:26]1[CH2:27][CH2:28][c:29]2[c:30]1[n:31][cH:32][cH:33][c:34]2[CH2:35][NH2:36]>>[CH3:1][C:2]1([CH3:23])[CH2:3][C:4](=[O:22])[NH:5][c:6]2[cH:7][c:8]([NH:12][C:13]([c:14]3[c:15]([NH:36][CH2:35][c:34]4[c:29]5[c:30]([n:31][cH:32][cH:33]4)[NH:26][CH2:27][CH2:28]5)[n:16][cH:17][cH:18][cH:19]3)=[O:21])[cH:9][cH:10][c:11]21. Starting materials: COc1ccc(CN(Cc2ccc(OC)cc2)c2ncc(-c3nc(N4CCOCC4)nc4c3CCN4)cn2)cc1, CN1CCN(CCCN(C)c2ccc(N)cc2)CC1, COc1ccc(CN(Cc2ccc(OC)cc2)c2ncc(-c3nc(N4CCOCC4)nc4c3CCN4C(=O)Nc3ccc(N(C)CCCN4CCN(C)CC4)cc3)cn2)cc1. Yields the product CN1CCN(CCCN(C)c2ccc(NC(=O)N3CCc4c(-c5cnc(N)nc5)nc(N5CCOCC5)nc43)cc2)CC1. RXN SMILES: [CH3:1][O:2][c:3]1[cH:4][cH:5][c:6]([CH2:7][N:8]([CH2:9][c:10]2[cH:11][cH:12][c:13]([O:14][CH3:15])[cH:16][cH:17]2)[c:18]2[n:19][cH:20][c:21](-[c:22]3[c:23]4[c:27]([n:28][c:29]([N:30]5[CH2:31][CH2:32][O:33][CH2:34][CH2:35]5)[n:36]3)[NH:26][CH2:25][CH2:24]4)[cH:37][n:38]2)[cH:39][cH:40]1.[CH3:41][N:42]([CH2:43][CH2:44][CH2:45][N:46]1[CH2:47][CH2:48][N:49]([CH3:50])[CH2:51][CH2:52]1)[c:53]1[cH:54][cH:55][c:56]([NH2:57])[cH:58][cH:59]1.[CH3:60][N:61]([c:62]1[cH:63][cH:64][c:65]([NH:68][C:69](=[O:70])[N:71]2[CH2:72][CH2:73][c:74]3[c:75]2[n:76][c:77]([N:105]2[CH2:106][CH2:107][O:108][CH2:109][CH2:110]2)[n:78][c:79]3-[c:80]2[cH:81][n:82][c:83]([N:86]([CH2:87][c:88]3[cH:89][cH:90][c:91]([O:92][CH3:93])[cH:94][cH:95]3)[CH2:96][c:97]3[cH:98][cH:99][c:100]([O:101][CH3:102])[cH:103][cH:104]3)[n:84][cH:85]2)[cH:66][cH:67]1)[CH2:111][CH2:112][CH2:113][N:114]1[CH2:115][CH2:116][N:117]([CH3:120])[CH2:118][CH2:119]1>>[CH3:60][N:61]([c:62]1[cH:63][cH:64][c:65]([NH:68][C:69](=[O:70])[N:71]2[CH2:72][CH2:73][c:74]3[c:75]2[n:76][c:77]([N:105]2[CH2:106][CH2:107][O:108][CH2:109][CH2:110]2)[n:78][c:79]3-[c:80]2[cH:81][n:82][c:83]([NH2:86])[n:84][cH:85]2)[cH:66][cH:67]1)[CH2:111][CH2:112][CH2:113][N:114]1[CH2:115][CH2:116][N:117]([CH3:120])[CH2:118][CH2:119]1.